Dataset: the Open Reaction Database (ORD), a public repository of structured organic reaction records. Task: describe an organic reaction: reactants, conditions, products, and yield Starting materials: COC(=O)c1ccc(C(=O)NN=C(C)c2nn(C)c(-c3ccc(C(C)(C)C)cc3)c2O)cc1Br, CO, Cl, [Na+], [OH-], O. Product: CC(=NNC(=O)c1ccc(C(=O)O)c(Br)c1)c1nn(C)c(-c2ccc(C(C)(C)C)cc2)c1O. As a reaction SMILES: [Br:1][c:2]1[c:3]([C:4](=[O:5])[O:6][CH3:7])[cH:8][cH:9][c:10]([C:12](=[O:13])[NH:14][N:15]=[C:16]([CH3:17])[c:18]2[n:19][n:20]([CH3:34])[c:21](-[c:24]3[cH:25][cH:26][c:27]([C:30]([CH3:31])([CH3:32])[CH3:33])[cH:28][cH:29]3)[c:22]2[OH:23])[cH:11]1.[CH3:35][OH:36].[ClH:39].[Na+:38].[OH-:37].[OH2:40]>>[Br:1][c:2]1[c:3]([C:4](=[O:5])[OH:6])[cH:8][cH:9][c:10]([C:12](=[O:13])[NH:14][N:15]=[C:16]([CH3:17])[c:18]2[n:19][n:20]([CH3:34])[c:21](-[c:24]3[cH:25][cH:26][c:27]([C:30]([CH3:31])([CH3:32])[CH3:33])[cH:28][cH:29]3)[c:22]2[OH:23])[cH:11]1. Starting materials: C1(=CC=CC=C1)C1=CC=NC=C1C(=O)OC (Methyl 4-phenylnicotinate), [OH-].[Na+] (NaOH), CO (methanol), Cl (HCl). The solvent is C(C)(=O)OCC (ethyl acetate). Reaction conditions: time 1 hour. Product: Cl.C1(=CC=CC=C1)C1=CC=NC=C1C(=O)O (4-phenylnicotinic acid hydrochloride). RXN SMILES: [C:1]1([C:7]2[C:12]([C:13]([O:15]C)=[O:14])=[CH:11][N:10]=[CH:9][CH:8]=2)[CH:6]=[CH:5][CH:4]=[CH:3][CH:2]=1.[OH-].[Na+].CO.[ClH:21]>C(OCC)(=O)C>[ClH:21].[C:1]1([C:7]2[C:12]([C:13]([OH:15])=[O:14])=[CH:11][N:10]=[CH:9][CH:8]=2)[CH:2]=[CH:3][CH:4]=[CH:5][CH:6]=1 |f:1.2,6.7|. Procedure details: Methyl 4-phenylnicotinate [cp. Heterocycles 22, 151-157 (1984)](53 g, 0.25 mol), 5N aqueous NaOH solution (100 ml) and methanol (100 ml) are refluxed together with stirring for 1 h. The reaction solution is allowed to cool, acidified with concentrated HCl to pH 4 and evaporated to dryness in vacuo. The residue is slurried in hot ethanol (75 ml), filtered, and the filtrates are evaporated to dryness in vacuo. The residue obtained is slurried in cold ethyl acetate (30 ml), filtered and dried to gi... Starting materials: NC1=C(C(=O)NC2CC2)C=C(C=C1)F (2-Amino-N-cyclopropyl-5-fluorobenzamide), C1(CC1)N (cyclopropylamine), FC=1C=CC2=C(C(OC(N2)=O)=O)C1 (6-fluoro-2H-3,1-benzoxazine-2,4(1H)-dione). The product is C1(CC1)NC(C1=C(C=CC(=C1)F)NCC=1NCCN1)=O (N-cyclopropyl-2-[(4,5-dihydro-1H-imidazol-2-ylmethyl)amino]-5-fluorobenzamide). As a reaction SMILES: [NH2:1][C:2]1[CH:13]=[CH:12][C:11]([F:14])=[CH:10][C:3]=1[C:4]([NH:6][CH:7]1[CH2:9][CH2:8]1)=[O:5].[CH:15]1([NH2:18])[CH2:17]C1.FC1C=[CH:22][C:23]2[NH:28]C(=O)OC(=O)C=2C=1>>[CH:7]1([NH:6][C:4](=[O:5])[C:3]2[CH:10]=[C:11]([F:14])[CH:12]=[CH:13][C:2]=2[NH:1][CH2:17][C:15]2[NH:18][CH2:22][CH2:23][N:28]=2)[CH2:9][CH2:8]1. Procedure details: 2-Amino-N-cyclopropyl-5-fluorobenzamide (prepared from cyclopropylamine and 6-fluoro-2H-3,1-benzoxazine-2,4(1H)-dione using the methods described in Example 17) and CMI were reacted using conditions described in the general procedure for CMI coupling to give N-cyclopropyl-2-[(4,5-dihydro-1H-imidazol-2-ylmethyl)amino]-5-fluorobenzamide. Procedure details: A mixture of 12 g. of 1-ethoxycarbonylmethylthio-2-nitro-2-methylpropionaldoxime and 150 ml of ammonium hydroxide was charged into a pyrex pressure bottle and stirred at room temperature for three days. The excess ammonia and water was stripped from the reaction mixture under reduced pressure. The solid crystalline residue was washed with a small amount of cold water and dried. The residue was then recrystallized from acetonitrile to yield 4 g of 2-Oximino-3,3-dimethyltetrahydro-1,4-thiazin-5-on... Product: N(O)=C1SCC(NC1(C)C)=O (2-Oximino-3,3-dimethyltetrahydro-1,4-thiazin-5-one). Solvent: O (water). RXN SMILES: C([O:3][C:4]([CH2:6][S:7][C:8](=[N:15][OH:16])[C:9]([N+:12]([O-])=O)([CH3:11])[CH3:10])=O)C.[OH-].[NH4+].N>O>[N:15](=[C:8]1[C:9]([CH3:11])([CH3:10])[NH:12][C:4](=[O:3])[CH2:6][S:7]1)[OH:16] |f:1.2|. The reactants are C(C)OC(=O)CSC(C(C)(C)[N+](=O)[O-])=NO (1-ethoxycarbonylmethylthio-2-nitro-2-methylpropionaldoxime), [OH-].[NH4+] (ammonium hydroxide), N (ammonia). Run at time 3 day. Product: COC(=O)c1ccc(I)s1. Reactants: ClC(Cl)(Cl)Cl, COC(=O)c1cccs1, CCCCC, ClCCl, O=C(OI(OC(=O)C(F)(F)F)c1ccccc1)C(F)(F)F, I. RXN SMILES: [C:35]([Cl:36])([Cl:37])([Cl:38])[Cl:39].[CH3:1][O:2][C:3](=[O:4])[c:5]1[s:6][cH:7][cH:8][cH:9]1.[CH3:40][CH2:41][CH2:42][CH2:43][CH3:44].[Cl:32][CH2:33][Cl:34].[F:11][C:12]([F:13])([F:14])[C:15]([O:17][I:16]([c:18]1[cH:19][cH:20][cH:21][cH:22][cH:23]1)[O:24][C:25](=[O:26])[C:27]([F:28])([F:29])[F:30])=[O:31].[I:10]>>[CH3:1][O:2][C:3](=[O:4])[c:5]1[s:6][c:7]([I:16])[cH:8][cH:9]1. Starting materials: O=C([O-])[O-], CC[Zn]CC, CCCCCC, CC1=CCC(CC2OCCO2)C1(C)C, ClCCCl, ICI, [K+], [K+]. The product is CC1(C)C(CC2OCCO2)CC2CC21C. Reaction SMILES: [C:23](=[O:24])([O-:25])[O-:26].[CH3:1][CH2:2][Zn:3][CH2:4][CH3:5].[CH3:29][CH2:30][CH2:31][CH2:32][CH2:33][CH3:34].[CH3:9][C:10]1([CH3:22])[CH:11]([CH2:16][CH:17]2[O:18][CH2:19][CH2:20][O:21]2)[CH2:12][CH:13]=[C:14]1[CH3:15].[Cl:35][CH2:36][CH2:37][Cl:38].[I:6][CH2:7][I:8].[K+:27].[K+:28]>>[CH2:1]1[CH:13]2[CH2:12][CH:11]([CH2:16][CH:17]3[O:18][CH2:19][CH2:20][O:21]3)[C:10]([CH3:9])([CH3:22])[C:14]12[CH3:15]. The reactants are CCO, [H][H], CCOC(=O)c1ccc(N)c(CN(Cc2ccccc2)C(C)(C)C)c1. Product: CCOC(=O)c1ccc(N)c(CNC(C)(C)C)c1. As a reaction SMILES: [CH3:28][CH2:29][OH:30].[H:26][H:27].[NH2:1][c:2]1[c:3]([CH2:4][N:5]([C:6]([CH3:7])([CH3:8])[CH3:9])[CH2:10][c:11]2[cH:12][cH:13][cH:14][cH:15][cH:16]2)[cH:17][c:18]([C:21](=[O:22])[O:23][CH2:24][CH3:25])[cH:19][cH:20]1>>[NH2:1][c:2]1[c:3]([CH2:4][NH:5][C:6]([CH3:7])([CH3:8])[CH3:9])[cH:17][c:18]([C:21](=[O:22])[O:23][CH2:24][CH3:25])[cH:19][cH:20]1. Procedure details: Following the general procedure for urea formation outlined in example 15, N-[5-(tert-butoxycarbonylamino)-5-carboxypentyl]-3-amino-6-chloro-2-hydroxybenzenesulfonamide (189 mg, 0.42 mmol) and 2-bromophenylisocyanate (84 mg, 0.42 mmol) were coupled to form the desired urea (20 mg, 7%). LC-MS (m/z) 651.2 (M+). As a reaction SMILES: NC(N)=O.[C:5]([O:9][C:10]([NH:12][CH:13]([C:31]([OH:33])=[O:32])[CH2:14][CH2:15][CH2:16][CH2:17][NH:18][S:19]([C:22]1[C:27]([Cl:28])=[CH:26][CH:25]=[C:24]([NH2:29])[C:23]=1[OH:30])(=[O:21])=[O:20])=[O:11])([CH3:8])([CH3:7])[CH3:6].[Br:34][C:35]1[CH:40]=[CH:39][CH:38]=[CH:37][C:36]=1[N:41]=[C:42]=[O:43]>>[Br:34][C:35]1[CH:40]=[CH:39][CH:38]=[CH:37][C:36]=1[NH:41][C:42]([NH:29][C:24]1[CH:25]=[CH:26][C:27]([Cl:28])=[C:22]([S:19]([NH:18][CH2:17][CH2:16][CH2:15][CH2:14][CH:13]([NH:12][C:10]([O:9][C:5]([CH3:8])([CH3:6])[CH3:7])=[O:11])[C:31]([OH:33])=[O:32])(=[O:20])=[O:21])[C:23]=1[OH:30])=[O:43]. The reactants are NC(=O)N (urea), C(C)(C)(C)OC(=O)NC(CCCCNS(=O)(=O)C1=C(C(=CC=C1Cl)N)O)C(=O)O (N-[5-(tert-butoxycarbonylamino)-5-carboxypentyl]-3-amino-6-chloro-2-hydroxybenzenesulfonamide), BrC1=C(C=CC=C1)N=C=O (2-bromophenylisocyanate). Product: BrC1=C(C=CC=C1)NC(=O)NC1=C(C(=C(C=C1)Cl)S(=O)(=O)NCCCCC(C(=O)O)NC(=O)OC(C)(C)C)O (N-(2-bromophenyl)-N′-[3-[N″-[5-(tert-butoxycarbonylamino)-5-carboxypentyl]aminosulfonyl]4-chloro-2-hydroxyphenyl] urea). Yield: 7.3%. Reactants: COC(=O)C=Cc1cccc(NC(=O)C=Cc2ccc3c(c2)OCO3)c1, [Na+], C1CCOC1, [OH-]. The product is O=C(O)C=Cc1cccc(NC(=O)C=Cc2ccc3c(c2)OCO3)c1. As a reaction SMILES: [CH3:3][O:4][C:5]([CH:6]=[CH:7][c:8]1[cH:9][c:10]([NH:14][C:15]([CH:16]=[CH:17][c:18]2[cH:19][c:20]3[c:21]([cH:25][cH:26]2)[O:22][CH2:23][O:24]3)=[O:27])[cH:11][cH:12][cH:13]1)=[O:28].[Na+:2].[O:29]1[CH2:30][CH2:31][CH2:32][CH2:33]1.[OH-:1]>>[O:4]=[C:5]([CH:6]=[CH:7][c:8]1[cH:9][c:10]([NH:14][C:15]([CH:16]=[CH:17][c:18]2[cH:19][c:20]3[c:21]([cH:25][cH:26]2)[O:22][CH2:23][O:24]3)=[O:27])[cH:11][cH:12][cH:13]1)[OH:28]. Reactants: CCCCCCCN, CCN=C=NCCCN(C)C, ClCCl, COc1cccc(C(=O)O)c1OC, CN(C)c1ccncc1, Cl. The product is CCCCCCCNC(=O)c1cccc(OC)c1OC. RXN SMILES: [CH2:14]([CH2:15][CH2:16][CH2:17][CH2:18][CH2:19][CH3:20])[NH2:21].[CH2:23]([N:24]=[C:25]=[N:26][CH2:27][CH2:28][CH2:29][N:30]([CH3:31])[CH3:32])[CH3:33].[CH2:34]([Cl:35])[Cl:36].[CH3:1][O:2][c:3]1[c:4]([C:5](=[O:6])[OH:7])[cH:8][cH:9][cH:10][c:11]1[O:12][CH3:13].[CH3:37][N:38]([c:39]1[cH:40][cH:41][n:42][cH:43][cH:44]1)[CH3:45].[ClH:22]>>[CH3:1][O:2][c:3]1[c:4]([C:5](=[O:7])[NH:21][CH2:14][CH2:15][CH2:16][CH2:17][CH2:18][CH2:19][CH3:20])[cH:8][cH:9][cH:10][c:11]1[O:12][CH3:13].